Task: describe an organic reaction: reactants, conditions, products, and yield. Dataset: the Open Reaction Database (ORD), a public repository of structured organic reaction records Starting materials: BrCC1CO1, CN(C)C=O, CNc1ccccc1, [H-], [Na+]. Product: CN(CC1CO1)c1ccccc1. As a reaction SMILES: [Br:9][CH2:10][CH:11]1[CH2:12][O:13]1.[CH3:16][N:17]([CH3:18])[CH:19]=[O:20].[CH3:1][NH:2][c:3]1[cH:4][cH:5][cH:6][cH:7][cH:8]1.[H-:14].[Na+:15]>>[CH3:1][N:2]([c:3]1[cH:4][cH:5][cH:6][cH:7][cH:8]1)[CH2:10][CH:11]1[CH2:12][O:13]1. Starting materials: C(C1=CC=NC=C1)(=O)N (Isonicotinamide), C(C)OC(N(C)C)OCC (N,N-dimethylformamide diethyl acetal), C(C)OC(N(C)C)OCC (N,N-dimethylformamide diethyl acetal). Conditions: temperature 120 celsius, time 15 minute. Product: CN(C)\C=N\C(=O)C1=CC=NC=C1 (N-[(1E)-(dimethylamino)methylidene]pyridine-4-carboxamide). Isolated yield 100.6%. Reaction SMILES: [C:1]([NH2:9])(=[O:8])[C:2]1[CH:7]=[CH:6][N:5]=[CH:4][CH:3]=1.C(O[CH:13](OCC)[N:14]([CH3:16])[CH3:15])C>>[CH3:13][N:14](/[CH:16]=[N:9]/[C:1]([C:2]1[CH:7]=[CH:6][N:5]=[CH:4][CH:3]=1)=[O:8])[CH3:15]. Reported procedure: Isonicotinamide (2.00 g, 16.38 mmol) and N,N-dimethylformamide diethyl acetal (2.8 ml, 16.38 mmol) were combined and heated to 120° C. A short path distillation apparatus was used to collect the ethanol that was liberated during the reaction. The reaction mixture was an orange solution. After 15 minutes, additional N,N-dimethylformamide diethyl acetal (1.0 ml, 5.83 mmol) was added to the reaction mixture. After 1.5 hours, the reaction mixture was cooled to room temperature. The reaction mixture ... The reactants are CC(C=O)=C(C)c1ccc(C(C)(C)C)cc1, CI, [Cl-], [Mg], [NH4+], O. The product is CC(=C(C)C(C)O)c1ccc(C(C)(C)C)cc1. As a reaction SMILES: [C:4]([CH3:5])([CH3:6])([CH3:7])[c:8]1[cH:9][cH:10][c:11]([C:12](=[C:13]([CH:14]=[O:15])[CH3:16])[CH3:17])[cH:18][cH:19]1.[CH3:2][I:3].[Cl-:20].[Mg:1].[NH4+:21].[OH2:22]>>[CH3:2][CH:14]([C:13](=[C:12]([c:11]1[cH:10][cH:9][c:8]([C:4]([CH3:5])([CH3:6])[CH3:7])[cH:19][cH:18]1)[CH3:17])[CH3:16])[OH:15]. Starting materials: FC=1C=C(/C=C/C(=O)OC)C=CC1 (methyl trans-3-fluorocinnamate), C(C)(=O)OCC(=C)C[Si](C)(C)C (2-((trimethylsilyl)methyl)-2-propen-1-yl acetate). The reagents and catalysts are [Pd].C1(=CC=CC=C1)P(C1=CC=CC=C1)C1=CC=CC=C1.C1(=CC=CC=C1)P(C1=CC=CC=C1)C1=CC=CC=C1.C1(=CC=CC=C1)P(C1=CC=CC=C1)C1=CC=CC=C1.C1(=CC=CC=C1)P(C1=CC=CC=C1)C1=CC=CC=C1 (tetrakis(triphenylphosphine) palladium(0)), C1(=CC=CC=C1)P(CCP(C1=CC=CC=C1)C1=CC=CC=C1)C1=CC=CC=C1 (1,2-bis(diphenylphosphino)ethane). Solvent: CCCCCC (hexane), C1CCOC1 (THF). Conditions: time 16 hour. The product is C=C1C[C@H]([C@@H](C1)C(=O)OC)C1=CC(=CC=C1)F (Methyl (±)-trans-4-methylene-2-(3-fluorophenyl)cyclopentanoate). The yield is 83.9%. Reaction SMILES: [F:1][C:2]1[CH:3]=[C:4]([CH:11]=[CH:12][CH:13]=1)/[CH:5]=[CH:6]/[C:7]([O:9][CH3:10])=[O:8].C(O[CH2:18][C:19]([CH2:21][Si](C)(C)C)=[CH2:20])(=O)C>C1COCC1.CCCCCC.[Pd].C1(P(C2C=CC=CC=2)C2C=CC=CC=2)C=CC=CC=1.C1(P(C2C=CC=CC=2)C2C=CC=CC=2)C=CC=CC=1.C1(P(C2C=CC=CC=2)C2C=CC=CC=2)C=CC=CC=1.C1(P(C2C=CC=CC=2)C2C=CC=CC=2)C=CC=CC=1.C1(P(C2C=CC=CC=2)CCP(C2C=CC=CC=2)C2C=CC=CC=2)C=CC=CC=1>[CH2:18]=[C:19]1[CH2:21][C@@H:6]([C:7]([O:9][CH3:10])=[O:8])[C@H:5]([C:4]2[CH:11]=[CH:12][CH:13]=[C:2]([F:1])[CH:3]=2)[CH2:20]1 |f:4.5.6.7.8|. Procedure details: A mixture of methyl trans-3-fluorocinnamate (41.25 g, 229 mmol), tetrakis(triphenylphosphine) palladium(0) (18.5 g, 16 mmol), 1,2-bis(diphenylphosphino)ethane (5.5 g, 13.7 mmol), and 2-((trimethylsilyl)methyl)-2-propen-1-yl acetate (42.66 g, 229 mmol) in THF (300 mL) under nitrogen was heated to reflux for 6 h and then stirred at room temperature for 16 h. The reaction was diluted with hexane and filtered to remove the yellow precipitate. The volatiles were then removed in vacuo and the residue ... Reactants: [C@@H]1([C@H](O)[C@@H](O)[C@@H](O)[C@H](O1)CO)OC1=CC=C2C(=CC(OC2=C1)=O)CC(=O)O (7-β-D-galactopyranosyloxycoumarin-4-acetic acid), [C@@H]1([C@H](O)[C@@H](O)[C@@H](O)[C@H](O1)CO)OC1=CC=C2C(=CC(OC2=C1)=O)CC(=O)O (7-β-D-galactopyranosyloxycoumarin-4-acetic acid), CN(C)C=O (DMF), pentafluorophenyltrifloroacetate, 3-methoxy ethylamine, N1=CC=CC=C1 (Pyridine), amide. Run at time 12 hour. The product is COCCNC(CC1=CC(OC2=CC(=CC=C12)O[C@H]1[C@H](O)[C@@H](O)[C@@H](O)[C@H](O1)CO)=O)=O (7-β-D-galactopyranosyloxy coumarin-4-acetic acid-(2-methoxy ethyl) amide). Isolated yield 54.0%. Reaction SMILES: [C@@H:1]1([O:12][C:13]2[CH:22]=[C:21]3[C:16]([C:17]([CH2:24][C:25]([OH:27])=O)=[CH:18][C:19](=[O:23])[O:20]3)=[CH:15][CH:14]=2)[O:9][C@H:8]([CH2:10][OH:11])[C@H:6]([OH:7])[C@H:4]([OH:5])[C@H:2]1[OH:3].[N:28]1C=CC=[CH:30][CH:29]=1.CN([CH:37]=[O:38])C>>[CH3:37][O:38][CH2:30][CH2:29][NH:28][C:25](=[O:27])[CH2:24][C:17]1[C:16]2[C:21](=[CH:22][C:13]([O:12][C@@H:1]3[O:9][C@H:8]([CH2:10][OH:11])[C@H:6]([OH:7])[C@H:4]([OH:5])[C@H:2]3[OH:3])=[CH:14][CH:15]=2)[O:20][C:19](=[O:23])[CH:18]=1. Procedure details: 10 mg (0.026 mmoles) of 7-β-D-galactopyranosyloxycoumarin-4-acetic acid (i.e. compound 4 prepared as described in Scheme i) was dissolved in 1.6 ml of dry anhydrous DMF under nitrogen. Pyridine (0.075 ml, 0.92 mmoles) was added dropwise followed by the addition of pentafluorophenyltrifloroacetate (0.1 ml, 0.58 mmoles). The progress of the reaction was followed on a TLC plate by eluting with a mixture of i-PrOH/EtOH/NH4OH/water (60/35/5/20). The Rf of starting material (acid) was 0.4; and the Rf ...